describe an organic reaction: reactants, conditions, products, and yield From a dataset of the Open Reaction Database (ORD), a public repository of structured organic reaction records. The reactants are CCOC(=O)CS(=O)(=O)Cl, CCN(C(C)C)C(C)C, ClCCl, Cl, CC(C)Oc1ccc(-c2nnc(-c3cccc4c3CCC4N)s2)cc1C#N. Yields the product CCOC(=O)CS(=O)(=O)NC1CCc2c(-c3nnc(-c4ccc(OC(C)C)c(C#N)c4)s3)cccc21. RXN SMILES: [CH2:38]([CH3:39])[O:40][C:41]([CH2:42][S:43](=[O:44])(=[O:45])[Cl:46])=[O:47].[CH:29]([N:30]([CH2:31][CH3:32])[CH:33]([CH3:34])[CH3:35])([CH3:36])[CH3:37].[Cl:48][CH2:49][Cl:50].[ClH:1].[NH2:2][CH:3]1[CH2:4][CH2:5][c:6]2[c:7](-[c:12]3[n:13][n:14][c:15](-[c:17]4[cH:18][cH:19][c:20]([O:25][CH:26]([CH3:27])[CH3:28])[c:21]([C:22]#[N:23])[cH:24]4)[s:16]3)[cH:8][cH:9][cH:10][c:11]21>>[NH:2]([CH:3]1[CH2:4][CH2:5][c:6]2[c:7](-[c:12]3[n:13][n:14][c:15](-[c:17]4[cH:18][cH:19][c:20]([O:25][CH:26]([CH3:27])[CH3:28])[c:21]([C:22]#[N:23])[cH:24]4)[s:16]3)[cH:8][cH:9][cH:10][c:11]21)[S:43]([CH2:42][C:41]([O:40][CH2:38][CH3:39])=[O:47])(=[O:44])=[O:45]. Reactants: CCN1CCN(c2nc(Br)cc3ccccc23)CC1, CC1(c2ccc(OB(O)O)cc2)OCCO1, Cc1ccccc1, [Na+], [Na+], O=C([O-])[O-]. Product: CCN1CCN(c2nc(-c3ccc(C4(C)OCCO4)cc3)cc3ccccc23)CC1. As a reaction SMILES: [Br:17][c:18]1[n:19][c:20]([N:28]2[CH2:29][CH2:30][N:31]([CH2:34][CH3:35])[CH2:32][CH2:33]2)[c:21]2[cH:22][cH:23][cH:24][cH:25][c:26]2[cH:27]1.[CH3:1][C:2]1([c:7]2[cH:8][cH:9][c:10]([O:13][B:14]([OH:15])[OH:16])[cH:11][cH:12]2)[O:3][CH2:4][CH2:5][O:6]1.[CH3:42][c:43]1[cH:44][cH:45][cH:46][cH:47][cH:48]1.[Na+:36].[Na+:37].[O-:38][C:39](=[O:40])[O-:41]>>[CH3:1][C:2]1([c:7]2[cH:8][cH:9][c:10](-[c:18]3[n:19][c:20]([N:28]4[CH2:29][CH2:30][N:31]([CH2:34][CH3:35])[CH2:32][CH2:33]4)[c:21]4[cH:22][cH:23][cH:24][cH:25][c:26]4[cH:27]3)[cH:11][cH:12]2)[O:3][CH2:4][CH2:5][O:6]1.